This data is from the Open Reaction Database (ORD), a public repository of structured organic reaction records. The task is: describe an organic reaction: reactants, conditions, products, and yield Reactants: C12CC3(CC(CC3C1)C2)NC(=S)N (N-tricyclo[3.3.1.0˜3,7˜]non-3-ylthiourea), BrC1(CCC1)C(=O)OCC (ethyl 1-bromocyclobutanecarboxylate). The product is C12CC3(CC(CC3C1)C2)NC=2SC1(CCC1)C(N2)=O (6-(tricyclo[3.3.1.0˜3,7˜]non-3-ylamino)-5-thia-7-azaspiro[3.4]oct-6-en-8-one). RXN SMILES: [CH:1]12[CH2:9][CH:5]3[CH2:6][CH:7]([CH2:8]1)[C:3]([NH:10][C:11]([NH2:13])=[S:12])([CH2:4]3)[CH2:2]2.Br[C:15]1([C:19](OCC)=[O:20])[CH2:18][CH2:17][CH2:16]1>>[CH:1]12[CH2:9][CH:5]3[CH2:6][CH:7]([CH2:8]1)[C:3]([NH:10][C:11]1[S:12][C:15]4([C:19](=[O:20])[N:13]=1)[CH2:18][CH2:17][CH2:16]4)([CH2:4]3)[CH2:2]2. Procedure details: Synthesis was performed from N-tricyclo[3.3.1.0˜3,7˜]non-3-ylthiourea and ethyl 1-bromocyclobutanecarboxylate according to Method D. Starting materials: OC=1C=C(C=CC1)CCCN1C=NC=C1 (1-[3-(3-hydroxyphenyl)propyl]imidazole), ClCC=1N=C(SC1)C1=CC=CC=C1 (4-chloromethyl-2-phenylthiazole). Product: N1(C=NC=C1)CCCC=1C=C(OCC=2N=C(SC2)C2=CC=CC=C2)C=CC1 (4-[3-[3-(1-imidazolyl)propyl]phenoxymethyl]-2-phenylthiazole). Isolated yield 81.0%. As a reaction SMILES: [OH:1][C:2]1[CH:3]=[C:4]([CH2:8][CH2:9][CH2:10][N:11]2[CH:15]=[CH:14][N:13]=[CH:12]2)[CH:5]=[CH:6][CH:7]=1.Cl[CH2:17][C:18]1[N:19]=[C:20]([C:23]2[CH:28]=[CH:27][CH:26]=[CH:25][CH:24]=2)[S:21][CH:22]=1>>[N:11]1([CH2:10][CH2:9][CH2:8][C:4]2[CH:3]=[C:2]([CH:7]=[CH:6][CH:5]=2)[O:1][CH2:17][C:18]2[N:19]=[C:20]([C:23]3[CH:24]=[CH:25][CH:26]=[CH:27][CH:28]=3)[S:21][CH:22]=2)[CH:15]=[CH:14][N:13]=[CH:12]1. Reported procedure: In substantially the same manner as in Working Example 72, 1-[3-(3-hydroxyphenyl)propyl]imidazole was allowed to react with 4-chloromethyl-2-phenylthiazole to give 4-[3-[3-(1-imidazolyl)propyl]phenoxymethyl]-2-phenylthiazole. The yield was 81%. Recrystallization from ethyl acetate-hexane gave colorless prisms, mp 63-64° C. The reactants are CCOC=1C=CC=CC1OCCN[C@H](C)CC=2C=CC(=C(C2)S(=O)(=O)N)OC.Cl (Tamsulosin hydrochloride), polyester, sodium alginate, OC[C@H](O)[C@@H](O)[C@H](O)[C@H](O)CO (sorbitol). Yields the product CCOC=1C=CC=CC1OCCN[C@H](C)CC=2C=CC(=C(C2)S(=O)(=O)N)OC (Tamsulosin). Reaction SMILES: [CH3:1][CH2:2][O:3][C:4]1[CH:5]=[CH:6][CH:7]=[CH:8][C:9]=1[O:10][CH2:11][CH2:12][NH:13][C@@H:14]([CH2:16][C:17]1[CH:18]=[CH:19][C:20]([O:27][CH3:28])=[C:21]([S:23]([NH2:26])(=[O:25])=[O:24])[CH:22]=1)[CH3:15].Cl.OC[C@@H]([C@H]([C@@H]([C@@H](CO)O)O)O)O>>[CH3:1][CH2:2][O:3][C:4]1[CH:5]=[CH:6][CH:7]=[CH:8][C:9]=1[O:10][CH2:11][CH2:12][NH:13][C@@H:14]([CH2:16][C:17]1[CH:18]=[CH:19][C:20]([O:27][CH3:28])=[C:21]([S:23]([NH2:26])(=[O:25])=[O:24])[CH:22]=1)[CH3:15] |f:0.1|. Reported procedure: An amount of 36.3 mg Tamsulosin hydrochloride was added at 60° C. to 50 ml of aqueous solution containing 1.5 g of sodium alginate (Protanal LF, FMC Biopolymer) and 350 mg of sorbitol. The resulting solution was cast on two 9 cm-diameter polyester Petri dishes and dried at ambient temperature under constant airflow in a chemical hood. The dried film was tested for oral disintegration acceptance (taste, adhesion and disintegration rate). The film was found to have slight bitter taste, to have goo... Reactants: ClCCCCCBr, O=C([O-])[O-], CN(C)C=O, [K+], [K+], O, Sc1ccccc1. The product is ClCCCCCSc1ccccc1. As a reaction SMILES: [Br:8][CH2:9][CH2:10][CH2:11][CH2:12][CH2:13][Cl:14].[C:15](=[O:16])([O-:17])[O-:18].[CH3:22][N:23]([CH3:24])[CH:25]=[O:26].[K+:19].[K+:20].[OH2:21].[SH:1][c:2]1[cH:3][cH:4][cH:5][cH:6][cH:7]1>>[S:1]([c:2]1[cH:3][cH:4][cH:5][cH:6][cH:7]1)[CH2:9][CH2:10][CH2:11][CH2:12][CH2:13][Cl:14]. The reactants are CC(C)(C)OC(=O)N1CCCC(CCCBr)C1, CN(C)C=O, Clc1ccc(OCc2nc3cccc(OCc4ccccc4)c3[nH]2)cc1, [H-], [Na+]. As a reaction SMILES: [C:29]([CH3:30])([CH3:31])([CH3:32])[O:33][C:34](=[O:35])[N:36]1[CH2:37][CH:38]([CH2:42][CH2:43][CH2:44][Br:45])[CH2:39][CH2:40][CH2:41]1.[CH3:46][N:47]([CH3:48])[CH:49]=[O:50].[Cl:1][c:2]1[cH:3][cH:4][c:5]([O:6][CH2:7][c:8]2[nH:9][c:10]3[c:11]([n:12]2)[cH:13][cH:14][cH:15][c:16]3[O:17][CH2:18][c:19]2[cH:20][cH:21][cH:22][cH:23][cH:24]2)[cH:25][cH:26]1.[H-:27].[Na+:28]>>[Cl:1][c:2]1[cH:3][cH:4][c:5]([O:6][CH2:7][c:8]2[n:9][c:10]3[c:11]([n:12]2[CH2:44][CH2:43][CH2:42][CH:38]2[CH2:37][N:36]([C:34]([O:33][C:29]([CH3:30])([CH3:31])[CH3:32])=[O:35])[CH2:41][CH2:40][CH2:39]2)[cH:13][cH:14][cH:15][c:16]3[O:17][CH2:18][c:19]2[cH:20][cH:21][cH:22][cH:23][cH:24]2)[cH:25][cH:26]1. Yields the product CC(C)(C)OC(=O)N1CCCC(CCCn2c(COc3ccc(Cl)cc3)nc3c(OCc4ccccc4)cccc32)C1. Reactants: C(C)(C)(C)OC(CCSCC=1C=C(C(=O)O)C=CC1)=O (3-((3-tert-butoxy-3-oxopropylthio)methyl)benzoic acid), CCN=C=NCCCN(C)C.Cl (EDC.HCl), FC(C=1C=C(CNC(C2=CC(=NC=C2)C2=C(C=CC(=C2)N(CCC)CCC)N)=O)C=CC1)(F)F (N-(3-(trifluoromethyl)benzyl)-2-(2-amino-5-(dipropylamino)phenyl)isonicotinamide). Reagents/catalysts: CN(C1=CC=NC=C1)C (4-dimethylaminopyridine). Solvent: ClCCl (dichloromethane), ClCCl (dichloromethane). Conditions: temperature 25 celsius, time 2 hour. The product is FC(C=1C=C(CNC(=O)C2=CC(=NC=C2)C2=C(C=CC(=C2)N(CCC)CCC)NC(=O)C=2C=C(CSCCC(=O)OC(C)(C)C)C=CC2)C=CC1)(F)F (tert-butyl 3-(3-((2-(4-((3-(trifluoromethyl)benzyl)carbamoyl)pyridin-2-yl)-4-(dipropylamino)phenyl)carbamoyl)benzylthio)propanoate). Reaction SMILES: [C:1]([O:5][C:6](=[O:20])[CH2:7][CH2:8][S:9][CH2:10][C:11]1[CH:12]=[C:13]([CH:17]=[CH:18][CH:19]=1)[C:14]([OH:16])=O)([CH3:4])([CH3:3])[CH3:2].CCN=C=NCCCN(C)C.Cl.[F:33][C:34]([F:66])([F:65])[C:35]1[CH:36]=[C:37]([CH:62]=[CH:63][CH:64]=1)[CH2:38][NH:39][C:40](=[O:61])[C:41]1[CH:46]=[CH:45][N:44]=[C:43]([C:47]2[CH:52]=[C:51]([N:53]([CH2:57][CH2:58][CH3:59])[CH2:54][CH2:55][CH3:56])[CH:50]=[CH:49][C:48]=2[NH2:60])[CH:42]=1>ClCCl.CN(C)C1C=CN=CC=1>[F:65][C:34]([F:33])([F:66])[C:35]1[CH:36]=[C:37]([CH:62]=[CH:63][CH:64]=1)[CH2:38][NH:39][C:40]([C:41]1[CH:46]=[CH:45][N:44]=[C:43]([C:47]2[CH:52]=[C:51]([N:53]([CH2:54][CH2:55][CH3:56])[CH2:57][CH2:58][CH3:59])[CH:50]=[CH:49][C:48]=2[NH:60][C:14]([C:13]2[CH:12]=[C:11]([CH:19]=[CH:18][CH:17]=2)[CH2:10][S:9][CH2:8][CH2:7][C:6]([O:5][C:1]([CH3:2])([CH3:3])[CH3:4])=[O:20])=[O:16])[CH:42]=1)=[O:61] |f:1.2|. Procedure: Into a 10-mL vial, was placed a solution of 3-((3-tert-butoxy-3-oxopropylthio)methyl)benzoic acid (355.2 mg, 1.20 mmol, 2.00 equiv) in dichloromethane (5 mL), EDC.HCl (228 mg, 1.19 mmol, 2.00 equiv), 4-dimethylaminopyridine (146.4 mg, 2.00 mmol), and N-(3-(trifluoromethyl)benzyl)-2-(2-amino-5-(dipropylamino)phenyl)isonicotinamide (300 mg, 0.64 mmol, 1.00 equiv). The resulting solution was stirred for 2 h at 25° C. in an oil bath. The resulting solution was diluted with 50 mL of dichloromethane a...